This data is from the Open Reaction Database (ORD), a public repository of structured organic reaction records. The task is: describe an organic reaction: reactants, conditions, products, and yield Starting materials: COC(CNC)OC (Methylaminoacetaldehyde dimethylacetal), ClC1=C(OC(C)C2=NN=C(S2)N=C=O)C=CC=C1 (5-[1-(2-chlorophenoxy)ethyl]-1,3,4-thiadiazol-2-yl isocyanate). Run in C1=CC=CC=C1 (benzene). Product: ClC1=C(OC(C)C2=NN=C(S2)NC(N(CC(OC)OC)C)=O)C=CC=C1 (3-[5-[1-(2-chlorophenoxy)ethyl]-1,3,4-thiadiazol-2-yl]-1-methyl-1-(2,2-dimethoxyethyl)urea). The yield is 72.7%. RXN SMILES: [CH3:1][O:2][CH:3]([O:7][CH3:8])[CH2:4][NH:5][CH3:6].[Cl:9][C:10]1[CH:26]=[CH:25][CH:24]=[CH:23][C:11]=1[O:12][CH:13]([C:15]1[S:19][C:18]([N:20]=[C:21]=[O:22])=[N:17][N:16]=1)[CH3:14]>C1C=CC=CC=1>[Cl:9][C:10]1[CH:26]=[CH:25][CH:24]=[CH:23][C:11]=1[O:12][CH:13]([C:15]1[S:19][C:18]([NH:20][C:21](=[O:22])[N:5]([CH3:6])[CH2:4][CH:3]([O:7][CH3:8])[O:2][CH3:1])=[N:17][N:16]=1)[CH3:14]. Procedure: Methylaminoacetaldehyde dimethylacetal (4.2 grams, 0.035 mole) was slowly added at ambient temperature to a 30 milliliter benzene solution containing 9.9 grams (0.035 mole) of the 5-[1-(2-chlorophenoxy)ethyl]-1,3,4-thiadiazol-2-yl isocyanate dimer (prepared above). The resulting solution was refluxed for 20 minutes, cooled and topped on a roto-vac at 70° C. to 13.4 grams of an orange oil which partially crystallized upon standing. The entire sample was recrystallized from a minimum amount of eth... The reactants are N1(C(CC(CC1)=O)=O)N1CCCCC1 ([1,1′]bipiperidinyl-2,4-dione), ClC1=C(C=CC=C1)NCC(C)=O (1-(2-Chlorophenylamino)-propan-2-one), CC=1C=CC(=CC1)S(=O)(=O)O (p-TSA). Solvent: C1(=CC=CC=C1)C (toluene), C1(=CC=CC=C1)C (toluene). The product is ClC1=C(C=CC=C1)N1C=C(C=2C(N(CCC21)N2CCCCC2)=O)C (1-(2-Chlorophenyl)-3-methyl-5-piperidin-1-yl-1,5,6,7-tetrahydropyrrolo[3,2-c]pyridine-4-one). The yield is 21.0%. RXN SMILES: [N:1]1([N:9]2[CH2:14][CH2:13][CH2:12][CH2:11][CH2:10]2)[CH2:6][CH2:5][C:4](=O)[CH2:3][C:2]1=[O:8].[Cl:15][C:16]1[CH:21]=[CH:20][CH:19]=[CH:18][C:17]=1[NH:22][CH2:23][C:24](=O)[CH3:25].CC1C=CC(S(O)(=O)=O)=CC=1>C1(C)C=CC=CC=1>[Cl:15][C:16]1[CH:21]=[CH:20][CH:19]=[CH:18][C:17]=1[N:22]1[C:4]2[CH2:5][CH2:6][N:1]([N:9]3[CH2:14][CH2:13][CH2:12][CH2:11][CH2:10]3)[C:2](=[O:8])[C:3]=2[C:24]([CH3:25])=[CH:23]1. Reported procedure: To a solution of [1,1′]bipiperidinyl-2,4-dione, from Step 4 (2.49 g, 12.7 mmol) in dry toluene (240 ml) at room temperature were added 1-(2-chlorophenylamino)propan-2-one (2.33 mg, 12.7 mmol) from Step 5 followed by a catalytic amount of p-TSA. The reaction mixture was boiled under reflux with a Dean-Stark trap, and 90 ml toluene was collected in the trap. Then 1 molar equivalent of p-TSA was added and the reaction mixture was boiled under reflux overnight. After cooling to room temperature, the... Reactants: stock solution, NCCC1=CC=C(C=C1)C1=CC=C(C=C1)C(CNS(=O)(=O)C(C)C)C (N-2-(4-(4-(2-aminoethyl)phenyl)phenyl)propyl 2-propanesulfonamide), FC=1C=C(C(=O)Cl)C=CC1 (3-fluorobenzoyl chloride). The product is FC=1C=C(C(=O)NCCC2=CC=C(C=C2)C2=CC=C(C=C2)C(CNS(=O)(=O)C(C)C)C)C=CC1 (N-2-(4-(4-(2-(3-fluorobenzamido)ethyl)-phenyl)phenyl)propyl 2-propanesulfonamide). As a reaction SMILES: [NH2:1][CH2:2][CH2:3][C:4]1[CH:9]=[CH:8][C:7]([C:10]2[CH:15]=[CH:14][C:13]([CH:16]([CH3:25])[CH2:17][NH:18][S:19]([CH:22]([CH3:24])[CH3:23])(=[O:21])=[O:20])=[CH:12][CH:11]=2)=[CH:6][CH:5]=1.[F:26][C:27]1[CH:28]=[C:29]([CH:33]=[CH:34][CH:35]=1)[C:30](Cl)=[O:31]>>[F:26][C:27]1[CH:28]=[C:29]([CH:33]=[CH:34][CH:35]=1)[C:30]([NH:1][CH2:2][CH2:3][C:4]1[CH:5]=[CH:6][C:7]([C:10]2[CH:15]=[CH:14][C:13]([CH:16]([CH3:25])[CH2:17][NH:18][S:19]([CH:22]([CH3:24])[CH3:23])(=[O:21])=[O:20])=[CH:12][CH:11]=2)=[CH:8][CH:9]=1)=[O:31]. Procedure: The title compound was prepared following the method of Example 147 and using 1 mL of a stock solution of 0.6 g (1.8 mmol) of material from Example 50 and 13 μL (0.11 mmol) 3-fluorobenzoyl chloride. NMR was consistent with the proposed compound.